Dataset: the Open Reaction Database (ORD), a public repository of structured organic reaction records. Task: describe an organic reaction: reactants, conditions, products, and yield Reactants: CSc1nccn1-c1cccc(C(=O)CC(=O)Nc2cc(C(F)(F)F)c(N(C)C)cc2NC(=O)OC(C)(C)C)c1, ClCCl, O=C(O)C(F)(F)F. The product is CSc1nccn1-c1cccc(C2=Nc3cc(N(C)C)c(C(F)(F)F)cc3NC(=O)C2)c1. Reaction SMILES: [C:1]([O:2][C:3](=[O:4])[NH:7][c:8]1[c:9]([NH:21][C:22]([CH2:23][C:24](=[O:5])[c:26]2[cH:27][c:28](-[n:32]3[c:33]([S:37][CH3:38])[n:34][cH:35][cH:36]3)[cH:29][cH:30][cH:31]2)=[O:39])[cH:10][c:11]([C:17]([F:18])([F:19])[F:20])[c:12]([N:14]([CH3:15])[CH3:16])[cH:13]1)([CH3:6])([CH3:25])[CH3:40].[Cl:48][CH2:49][Cl:50].[F:41][C:42]([F:43])([F:44])[C:45]([OH:46])=[O:47]>>[N:7]1=[C:24]([c:26]2[cH:27][c:28](-[n:32]3[c:33]([S:37][CH3:38])[n:34][cH:35][cH:36]3)[cH:29][cH:30][cH:31]2)[CH2:23][C:22](=[O:39])[NH:21][c:9]2[c:8]1[cH:13][c:12]([N:14]([CH3:15])[CH3:16])[c:11]([C:17]([F:18])([F:19])[F:20])[cH:10]2. As a reaction SMILES: [Al+3:2].[C:7](=[O:8])([O:9][C:10]([CH3:11])([CH3:12])[CH3:13])[NH:14][CH:15]([CH2:16][c:17]1[cH:18][cH:19][c:20]([OH:23])[cH:21][cH:22]1)[C:24](=[O:25])[O:26][CH3:27].[H-:1].[H-:4].[H-:5].[H-:6].[Li+:3].[O:28]1[CH2:29][CH2:30][CH2:31][CH2:32]1>>[C:7](=[O:8])([O:9][C:10]([CH3:11])([CH3:12])[CH3:13])[NH:14][CH:15]([CH2:16][c:17]1[cH:18][cH:19][c:20]([OH:23])[cH:21][cH:22]1)[CH2:24][OH:25]. Product: CC(C)(C)OC(=O)NC(CO)Cc1ccc(O)cc1. Starting materials: [Al+3], COC(=O)C(Cc1ccc(O)cc1)NC(=O)OC(C)(C)C, [H-], [H-], [H-], [H-], [Li+], C1CCOC1. Starting materials: C=CC(=O)OC, O=C([O-])[O-], CC(=O)[O-], CC(=O)[O-], CCCC[N+](CCCC)(CCCC)CCCC, [Cl-], FC(F)(F)c1cc(Cl)ccc1I, [K+], [K+], CN(C)C=O, [Pd+2]. Yields the product COC(=O)C=Cc1ccc(Cl)cc1C(F)(F)F. As a reaction SMILES: [C:13]([CH:14]=[CH2:15])(=[O:16])[O:17][CH3:18].[C:19](=[O:20])([O-:21])[O-:22].[C:48]([O-:49])(=[O:50])[CH3:51].[C:53]([O-:54])(=[O:55])[CH3:56].[CH3:26][CH2:27][CH2:28][CH2:29][N+:30]([CH2:31][CH2:32][CH2:33][CH3:34])([CH2:35][CH2:36][CH2:37][CH3:38])[CH2:39][CH2:40][CH2:41][CH3:42].[Cl-:25].[Cl:1][c:2]1[cH:3][c:4]([C:9]([F:10])([F:11])[F:12])[c:5]([I:8])[cH:6][cH:7]1.[K+:23].[K+:24].[O:43]=[CH:44][N:45]([CH3:46])[CH3:47].[Pd+2:52]>>[Cl:1][c:2]1[cH:3][c:4]([C:9]([F:10])([F:11])[F:12])[c:5]([CH:15]=[CH:14][C:13](=[O:16])[O:17][CH3:18])[cH:6][cH:7]1. The reactants are C1CCOC1, Nc1nc(Cl)nc2ccc(Oc3ccc(F)cc3F)cc12, CC(C)(C)ON=O, O. The product is Fc1ccc(Oc2ccc3nc(Cl)ncc3c2)c(F)c1. As a reaction SMILES: [CH2:30]1[O:31][CH2:32][CH2:33][CH2:34]1.[Cl:1][c:2]1[n:3][c:4]2[cH:5][cH:6][c:7]([O:13][c:14]3[c:15]([F:21])[cH:16][c:17]([F:20])[cH:18][cH:19]3)[cH:8][c:9]2[c:10]([NH2:12])[n:11]1.[N:22]([O:23][C:24]([CH3:25])([CH3:26])[CH3:27])=[O:28].[OH2:29]>>[Cl:1][c:2]1[n:3][c:4]2[cH:5][cH:6][c:7]([O:13][c:14]3[c:15]([F:21])[cH:16][c:17]([F:20])[cH:18][cH:19]3)[cH:8][c:9]2[cH:10][n:11]1. The reactants are O=C1CCC(=O)N1Br, ClCCl, CS(=O)(=O)c1ccc(C(CC2CCCC2)C(=O)O)cc1Cl, Nc1nc2ccccc2[nH]1, O, c1ccc(P(c2ccccc2)c2ccccc2)cc1, c1ccncc1. Yields the product CS(=O)(=O)c1ccc(C(CC2CCCC2)C(=O)Nc2nc3ccccc3[nH]2)cc1Cl. Reaction SMILES: [Br:20][N:21]1[C:22](=[O:23])[CH2:24][CH2:25][C:26]1=[O:27].[CH2:65]([Cl:66])[Cl:67].[Cl:28][c:29]1[cH:30][c:31]([CH:39]([C:40](=[O:41])[OH:42])[CH2:43][CH:44]2[CH2:45][CH2:46][CH2:47][CH2:48]2)[cH:32][cH:33][c:34]1[S:35](=[O:36])(=[O:37])[CH3:38].[NH2:49][c:50]1[n:51][c:52]2[cH:53][cH:54][cH:55][cH:56][c:57]2[nH:58]1.[OH2:68].[c:1]1([P:2]([c:3]2[cH:4][cH:5][cH:6][cH:7][cH:8]2)[c:9]2[cH:10][cH:11][cH:12][cH:13][cH:14]2)[cH:15][cH:16][cH:17][cH:18][cH:19]1.[cH:59]1[cH:60][cH:61][n:62][cH:63][cH:64]1>>[Cl:28][c:29]1[cH:30][c:31]([CH:39]([C:40](=[O:42])[NH:49][c:50]2[nH:51][c:52]3[cH:53][cH:54][cH:55][cH:56][c:57]3[n:58]2)[CH2:43][CH:44]2[CH2:45][CH2:46][CH2:47][CH2:48]2)[cH:32][cH:33][c:34]1[S:35](=[O:36])(=[O:37])[CH3:38]. The reactants are CC1(CC(NC2=CC(=C(C=C12)OC)[N+](=O)[O-])=O)C (4,4-dimethyl-6-(methyloxy)-7-nitro-3,4-dihydro-2(1H)-quinolinone), B.CSC (borane dimethylsulfide). The solvent is O1CCCC1 (tetrahydrofuran). The product is CC1(CCNC2=CC(=C(C=C12)OC)[N+](=O)[O-])C (4,4-dimethyl-6-(methyloxy)-7-nitro-1,2,3,4-tetrahydroquinoline). Yield: 56.3%. Reaction SMILES: [CH3:1][C:2]1([CH3:18])[C:11]2[C:6](=[CH:7][C:8]([N+:14]([O-:16])=[O:15])=[C:9]([O:12][CH3:13])[CH:10]=2)[NH:5][C:4](=O)[CH2:3]1.B.CSC>O1CCCC1>[CH3:1][C:2]1([CH3:18])[C:11]2[C:6](=[CH:7][C:8]([N+:14]([O-:16])=[O:15])=[C:9]([O:12][CH3:13])[CH:10]=2)[NH:5][CH2:4][CH2:3]1 |f:1.2|. Procedure: A solution of 4,4-dimethyl-6-(methyloxy)-7-nitro-3,4-dihydro-2(1H)-quinolinone (2.5 g, 10 mmol) in tetrahydrofuran (45 mL) was treated with borane-dimethylsulfide complex (20.5 mL, 41 mmol, 2 M in THF, Acros Organics). The mixture was heated at reflux for 16 h, cooled, quenched carefully via dropwise of excess methanol, concentrated, and purified by column chromatography on SiO2 (0 to 100% ethyl acetate/dichloromethane) to obtain 4,4-dimethyl-6-(methyloxy)-7-nitro-1,2,3,4-tetrahydroquinoline (1.... Reactants: [BH4-], O=CC1(Br)C=CC=C(F)C1, CO, CCOC(C)=O, [Na+]. Yields the product OCC1(Br)C=CC=C(F)C1. RXN SMILES: [BH4-:11].[Br:1][C:2]1([CH:3]=[O:4])[CH2:5][C:6]([F:10])=[CH:7][CH:8]=[CH:9]1.[CH3:13][OH:14].[CH3:15][CH2:16][O:17][C:18](=[O:19])[CH3:20].[Na+:12]>>[Br:1][C:2]1([CH2:3][OH:4])[CH2:5][C:6]([F:10])=[CH:7][CH:8]=[CH:9]1. Reactants: O[C@H](C(=O)OC(C)C)[C@H](C(=O)OC(C)C)C\C=C\C1=CC=C(C=C1)OC(F)(F)F (diisopropyl (2S,3R)-2-hydroxy-3-{(2E)-3-[4-(trifluoromethoxy)phenyl]-2-propenyl}butanedioate), [H][H] (hydrogen). Reagents/catalysts: [Pd] (Pd—C). Run in CO (methanol). Yields the product O[C@H](C(=O)OC(C)C)[C@H](C(=O)OC(C)C)CCCC1=CC=C(C=C1)OC(F)(F)F (diisopropyl (2S,3R)-2-hydroxy-3-{3-[4-(trifluoromethoxy)phenyl]propyl}butanedioate). The yield is 99.1%. As a reaction SMILES: [OH:1][C@@H:2]([C@@H:9]([CH2:16]/[CH:17]=[CH:18]/[C:19]1[CH:24]=[CH:23][C:22]([O:25][C:26]([F:29])([F:28])[F:27])=[CH:21][CH:20]=1)[C:10]([O:12][CH:13]([CH3:15])[CH3:14])=[O:11])[C:3]([O:5][CH:6]([CH3:8])[CH3:7])=[O:4].[H][H]>CO.[Pd]>[OH:1][C@@H:2]([C@@H:9]([CH2:16][CH2:17][CH2:18][C:19]1[CH:24]=[CH:23][C:22]([O:25][C:26]([F:27])([F:28])[F:29])=[CH:21][CH:20]=1)[C:10]([O:12][CH:13]([CH3:15])[CH3:14])=[O:11])[C:3]([O:5][CH:6]([CH3:8])[CH3:7])=[O:4]. Reported procedure: To a solution of diisopropyl (2S,3R)-2-hydroxy-3-{(2E)-3-[4-(trifluoromethoxy)phenyl]-2-propenyl}butanedioate (6.98 g; 16.68 mmol; 1.00 eq.) in methanol (105 mL) under N2 atmosphere was added Pd—C (10%; 200 mg; 0.17 mmol; 0.01 eq.). The mixture was then hydrogenated under 2 bars of hydrogen for 14 h at RT. The reaction mixture was then filtered and evaporated to obtain the title compound (6.95 g; 99.1%). Starting materials: C(C)OC(CCCOC1=C(C(=CC=C1)CCCCCCOC=1C=C(C=C(C1)CO)C1=CC=C(C=C1)S(=O)(=O)C)CCC(=O)OCC)=O (4-{2-(2-ethoxycarbonyl-ethyl)-3-[6-(5-hydroxymethyl-4′-methanesulfonyl-biphenyl-3-yloxy)-hexyl]-phenoxy}-butyric acid ethyl ester), [OH-].[Na+] (sodium hydroxide). Solvent: C1CCOC1 (THF), C(C)O (ethanol). Conditions: time 5 hour. The product is C(=O)(O)CCC1=C(OCCCC(=O)O)C=CC=C1CCCCCCOC=1C=C(C=C(C1)CO)C1=CC=C(C=C1)S(=O)(=O)C (4-[2-(2-carboxy-ethyl)-3-[6-(5-hydroxymethyl-4′-methanesulfonyl-biphenyl-3-yloxy)-hexyl]-phenoxy]-butyric acid). The yield is 28.7%. RXN SMILES: C([O:3][C:4](=[O:47])[CH2:5][CH2:6][CH2:7][O:8][C:9]1[CH:14]=[CH:13][CH:12]=[C:11]([CH2:15][CH2:16][CH2:17][CH2:18][CH2:19][CH2:20][O:21][C:22]2[CH:23]=[C:24]([C:30]3[CH:35]=[CH:34][C:33]([S:36]([CH3:39])(=[O:38])=[O:37])=[CH:32][CH:31]=3)[CH:25]=[C:26]([CH2:28][OH:29])[CH:27]=2)[C:10]=1[CH2:40][CH2:41][C:42]([O:44]CC)=[O:43])C.[OH-].[Na+]>C1COCC1.C(O)C>[C:42]([CH2:41][CH2:40][C:10]1[C:11]([CH2:15][CH2:16][CH2:17][CH2:18][CH2:19][CH2:20][O:21][C:22]2[CH:23]=[C:24]([C:30]3[CH:35]=[CH:34][C:33]([S:36]([CH3:39])(=[O:37])=[O:38])=[CH:32][CH:31]=3)[CH:25]=[C:26]([CH2:28][OH:29])[CH:27]=2)=[CH:12][CH:13]=[CH:14][C:9]=1[O:8][CH2:7][CH2:6][CH2:5][C:4]([OH:47])=[O:3])([OH:44])=[O:43] |f:1.2|. Reported procedure: To a solution of the 4-{2-(2-ethoxycarbonyl-ethyl)-3-[6-(5-hydroxymethyl-4′-methanesulfonyl-biphenyl-3-yloxy)-hexyl]-phenoxy}-butyric acid ethyl ester (250 mg, 0.37 mmol) in THF (5 mL) and ethanol (5 mL) was added aqueous 1.0 N sodium hydroxide (4 mL) at room temperature. The resulting suspension was stirred for 5 h at room temperature at which time TLC analysis of the mixture indicated the absence of starting material. Then, the reaction mixture was concentrated and the residue was diluted with...